From a dataset of the Open Reaction Database (ORD), a public repository of structured organic reaction records. describe an organic reaction: reactants, conditions, products, and yield The reactants are N#Cc1cccc(C#N)c1-c1nc2c3ccc(Cl)cc3c3cc(Br)ccc3c2[nH]1, C1CCOC1, C[Si](C)(C)CCOCCl, [H-], [Na+]. Product: C[Si](C)(C)CCOCn1c(-c2c(C#N)cccc2C#N)nc2c3ccc(Br)cc3c3cc(Cl)ccc3c21. Reaction SMILES: [Br:1][c:2]1[cH:3][c:4]2[c:5]3[cH:6][c:7]([Cl:29])[cH:8][cH:9][c:10]3[c:11]3[c:12]([nH:13][c:14](-[c:16]4[c:17]([C:18]#[N:19])[cH:20][cH:21][cH:22][c:23]4[C:24]#[N:25])[n:15]3)[c:26]2[cH:27][cH:28]1.[CH2:41]1[O:42][CH2:43][CH2:44][CH2:45]1.[CH3:32][Si:33]([CH2:34][CH2:35][O:36][CH2:37][Cl:38])([CH3:39])[CH3:40].[H-:31].[Na+:30]>>[Br:1][c:2]1[cH:3][c:4]2[c:5]3[cH:6][c:7]([Cl:29])[cH:8][cH:9][c:10]3[c:11]3[c:12]([n:13][c:14](-[c:16]4[c:17]([C:18]#[N:19])[cH:20][cH:21][cH:22][c:23]4[C:24]#[N:25])[n:15]3[CH2:37][O:36][CH2:35][CH2:34][Si:33]([CH3:32])([CH3:39])[CH3:40])[c:26]2[cH:27][cH:28]1. Starting materials: NC1=C(C(=O)NC2=CC=C(C=C2)OC)C=C(C=C1)O[Si](C)(C)C(C)(C)C (2-amino-5-(tert-butyldimethylsilyloxy)-N-(4-methoxyphenyl)benzamide), C(C)(C)(C)C1=CC=C(C(=O)Cl)C=C1 (4-tert-butylbenzoyl chloride). Solvent: CN(C=O)C (N,N-dimethylformamide). The product is C(C)(C)(C)C1=CC=C(C(=O)NC2=C(C(=O)NC3=CC=C(C=C3)OC)C=C(C=C2)O[Si](C)(C)C(C)(C)C)C=C1 (2-(4-tert-Butylbenzoylamino)-5-(tert-butyldimethylsilyloxy)-N-(4-methoxyphenyl)benzamide). Isolated yield 84.4%. As a reaction SMILES: [NH2:1][C:2]1[CH:18]=[CH:17][C:16]([O:19][Si:20]([C:23]([CH3:26])([CH3:25])[CH3:24])([CH3:22])[CH3:21])=[CH:15][C:3]=1[C:4]([NH:6][C:7]1[CH:12]=[CH:11][C:10]([O:13][CH3:14])=[CH:9][CH:8]=1)=[O:5].[C:27]([C:31]1[CH:39]=[CH:38][C:34]([C:35](Cl)=[O:36])=[CH:33][CH:32]=1)([CH3:30])([CH3:29])[CH3:28]>CN(C)C=O>[C:27]([C:31]1[CH:32]=[CH:33][C:34]([C:35]([NH:1][C:2]2[CH:18]=[CH:17][C:16]([O:19][Si:20]([C:23]([CH3:26])([CH3:25])[CH3:24])([CH3:22])[CH3:21])=[CH:15][C:3]=2[C:4]([NH:6][C:7]2[CH:8]=[CH:9][C:10]([O:13][CH3:14])=[CH:11][CH:12]=2)=[O:5])=[O:36])=[CH:38][CH:39]=1)([CH3:30])([CH3:28])[CH3:29]. Procedure details: Using the procedure described in Example 68, Part A, 2-amino-5-(tert-butyldimethylsilyloxy)-N-(4-methoxyphenyl)benzamide (460 mg, 1.23 mmol) was reacted with 4-tert-butylbenzoyl chloride (0.243 mL, 1.24 mmol) in N,N-dimethylformamide (10 mL). After quenching the reaction with saturated aqueous sodium carbonate, the resulting precipitate was filtered and washed with 2:1 diethyl ether/hexane. The solid was vacuum dried at 85° C./0.1 mm for 14 h to give 553 mg (84%) of the title compound as a white... Starting materials: CC(C)(C)[Si](C)(C)OCCc1ccc(N(CCC(c2ccccc2)c2ccccc2)C(=O)Nc2nc(-c3ccc(NS(C)(=O)=O)cc3)c(Cl)s2)cc1, CCCC[N+](CCCC)(CCCC)CCCC, C1CCOC1, [F-]. The product is CS(=O)(=O)Nc1ccc(-c2nc(NC(=O)N(CCC(c3ccccc3)c3ccccc3)c3ccc(CCO)cc3)sc2Cl)cc1. Reaction SMILES: [C:1]([Si:2]([CH3:3])([CH3:4])[O:6][CH2:7][CH2:8][c:9]1[cH:10][cH:11][c:12]([N:15]([C:16](=[O:17])[NH:18][c:19]2[s:20][c:21]([Cl:35])[c:22](-[c:24]3[cH:25][cH:26][c:27]([NH:30][S:31](=[O:32])(=[O:33])[CH3:34])[cH:28][cH:29]3)[n:23]2)[CH2:36][CH2:37][CH:38]([c:39]2[cH:40][cH:41][cH:42][cH:43][cH:44]2)[c:45]2[cH:46][cH:47][cH:48][cH:49][cH:50]2)[cH:13][cH:14]1)([CH3:5])([CH3:51])[CH3:52].[CH2:54]([N+:55]([CH2:56][CH2:57][CH2:58][CH3:59])([CH2:60][CH2:61][CH2:62][CH3:63])[CH2:64][CH2:65][CH2:66][CH3:67])[CH2:68][CH2:69][CH3:70].[CH2:71]1[O:72][CH2:73][CH2:74][CH2:75]1.[F-:53]>>[OH:6][CH2:7][CH2:8][c:9]1[cH:10][cH:11][c:12]([N:15]([C:16](=[O:17])[NH:18][c:19]2[s:20][c:21]([Cl:35])[c:22](-[c:24]3[cH:25][cH:26][c:27]([NH:30][S:31](=[O:32])(=[O:33])[CH3:34])[cH:28][cH:29]3)[n:23]2)[CH2:36][CH2:37][CH:38]([c:39]2[cH:40][cH:41][cH:42][cH:43][cH:44]2)[c:45]2[cH:46][cH:47][cH:48][cH:49][cH:50]2)[cH:13][cH:14]1. The reactants are C(C)OC(=O)C1(CCN(CC1)S(=O)(=O)C1=C(C=CC=C1)Cl)CCOC (1-(2-chloro-benzenesulfonyl)-4-(2-methoxy-ethyl)-piperidine-4-carboxylic acid ethyl ester), [Cl-].C[Al+]C (dimethylaluminium chloride), C(C)(C)(C)C1=CC=C(C=C1)CCN (2-(4-tert-Butyl-phenyl)-ethylamine). Run in C1(=CC=CC=C1)C (toluene). Yields the product C(C)(C)(C)C1=CC=C(C=C1)CCN1C(C2(CC1)CCN(CC2)S(=O)(=O)C2=C(C=CC=C2)Cl)=O (2-[2-(4-tert-Butyl-phenyl)-ethyl]-8-(2-chloro-benzenesulfonyl)-2,8-diaza-spiro[4.5]decan-1-one). RXN SMILES: C([O:3][C:4]([C:6]1([CH2:22][CH2:23]OC)[CH2:11][CH2:10][N:9]([S:12]([C:15]2[CH:20]=[CH:19][CH:18]=[CH:17][C:16]=2[Cl:21])(=[O:14])=[O:13])[CH2:8][CH2:7]1)=O)C.[Cl-].C[Al+]C.[C:30]([C:34]1[CH:39]=[CH:38][C:37]([CH2:40][CH2:41][NH2:42])=[CH:36][CH:35]=1)([CH3:33])([CH3:32])[CH3:31]>C1(C)C=CC=CC=1>[C:30]([C:34]1[CH:35]=[CH:36][C:37]([CH2:40][CH2:41][N:42]2[CH2:23][CH2:22][C:6]3([CH2:7][CH2:8][N:9]([S:12]([C:15]4[CH:20]=[CH:19][CH:18]=[CH:17][C:16]=4[Cl:21])(=[O:13])=[O:14])[CH2:10][CH2:11]3)[C:4]2=[O:3])=[CH:38][CH:39]=1)([CH3:33])([CH3:31])[CH3:32] |f:1.2|. Procedure: This material was prepared in analogy to example 1 step D) from 1-(2-chloro-benzenesulfonyl)-4-(2-methoxy-ethyl)-piperidine-4-carboxylic acid ethyl ester, dimethylaluminium chloride in toluene and 2-(4-tert-Butyl-phenyl)-ethylamine. MS (ESI): 489.4 (MH+). The reactants are C1OC=2C=C(N)C=CC2O1 (3,4-Methylenedioxyaniline), ClCCCOC1=CC=C(C(=O)OC)C=C1 (methyl 4-(3chloropropoxy)benzoate), C([O-])(O)=O.[Na+] (sodium bicarbonate). Run in C1(=CC=CC=C1)C (toluene). Yields the product C1OC=2C=C(C=CC2O1)NCCCOC1=CC=C(C(=O)OC)C=C1 (Methyl 4-[3-[N-(3,4-methylenedioxyphenyl)amino]propoxy]benzoate). The yield is 75.3%. As a reaction SMILES: [CH2:1]1[O:10][C:9]2[CH:8]=[CH:7][C:5]([NH2:6])=[CH:4][C:3]=2[O:2]1.Cl[CH2:12][CH2:13][CH2:14][O:15][C:16]1[CH:25]=[CH:24][C:19]([C:20]([O:22][CH3:23])=[O:21])=[CH:18][CH:17]=1.C(=O)(O)[O-].[Na+]>C1(C)C=CC=CC=1>[CH2:1]1[O:10][C:9]2[CH:8]=[CH:7][C:5]([NH:6][CH2:12][CH2:13][CH2:14][O:15][C:16]3[CH:25]=[CH:24][C:19]([C:20]([O:22][CH3:23])=[O:21])=[CH:18][CH:17]=3)=[CH:4][C:3]=2[O:2]1 |f:2.3|. Reported procedure: 3,4-Methylenedioxyaniline (1.80 g), methyl 4-(3chloropropoxy)benzoate (2.0 g) and sodium bicarbonate (1.47 g) in toluene (20 ml) were heated with stirring under refluxing for 29 hours. The reaction solution was concentrated under reduced pressure, and thereto were added water and an equivalent amount of conc. hydrochloric acid, then, the resulting precipitate was collected by filtration. After washed with water, the precipitate was recrystallized from aqueous methanol to give the desired product...